The task is: describe an organic reaction: reactants, conditions, products, and yield. This data is from the Open Reaction Database (ORD), a public repository of structured organic reaction records. Reactants: ClC(Cl)Cl, O=C(c1ccc(F)cc1)C1CCN(CCCO)CC1, [Na+], [OH-], O=S(Cl)Cl. Product: O=C(c1ccc(F)cc1)C1CCN(CCCCl)CC1. As a reaction SMILES: [CH:26]([Cl:27])([Cl:28])[Cl:29].[F:5][c:6]1[cH:7][cH:8][c:9]([C:10](=[O:11])[CH:12]2[CH2:13][CH2:14][N:15]([CH2:18][CH2:19][CH2:20][OH:21])[CH2:16][CH2:17]2)[cH:22][cH:23]1.[Na+:25].[OH-:24].[S:1]([Cl:2])([Cl:3])=[O:4]>>[Cl:3][CH2:20][CH2:19][CH2:18][N:15]1[CH2:14][CH2:13][CH:12]([C:10]([c:9]2[cH:8][cH:7][c:6]([F:5])[cH:23][cH:22]2)=[O:11])[CH2:17][CH2:16]1. The reactants are ClCCl, CS(=O)(=O)c1ccc(N2CCc3c(OC4CCNCC4)cccc32)cc1, CCN(C(C)C)C(C)C, CCCc1cnc(Cl)nc1, Cl. Product: CCCc1cnc(N2CCC(Oc3cccc4c3CCN4c3ccc(S(C)(=O)=O)cc3)CC2)nc1. RXN SMILES: [CH2:47]([Cl:48])[Cl:49].[CH3:2][S:3](=[O:4])(=[O:5])[c:6]1[cH:7][cH:8][c:9]([N:12]2[CH2:13][CH2:14][c:15]3[c:16]([O:21][CH:22]4[CH2:23][CH2:24][NH:25][CH2:26][CH2:27]4)[cH:17][cH:18][cH:19][c:20]32)[cH:10][cH:11]1.[CH:28]([N:29]([CH2:30][CH3:31])[CH:32]([CH3:33])[CH3:34])([CH3:35])[CH3:36].[Cl:37][c:38]1[n:39][cH:40][c:41]([CH2:44][CH2:45][CH3:46])[cH:42][n:43]1.[ClH:1]>>[CH3:2][S:3](=[O:4])(=[O:5])[c:6]1[cH:7][cH:8][c:9]([N:12]2[CH2:13][CH2:14][c:15]3[c:16]([O:21][CH:22]4[CH2:23][CH2:24][N:25]([c:38]5[n:39][cH:40][c:41]([CH2:44][CH2:45][CH3:46])[cH:42][n:43]5)[CH2:26][CH2:27]4)[cH:17][cH:18][cH:19][c:20]32)[cH:10][cH:11]1. The reactants are Cl.C(CCCCCCC)C1CC2=CC=C(C=C2C1)C(N)=N (2-octyl-5-amidinoindan hydrochloride), C[O-].[Na+] (sodium methylate), α-octyloxy-β-dimethylaminoacrolein. The solvent is CO (methanol). Conditions: time 2 day. Yields the product C(CCCCCCC)C1CC2=CC=C(C=C2C1)C1=NC=C(C=N1)CCCCCCCCCC (2-octyl-5-(5-decylpyrimidine-2-yl)indan). Isolated yield 108.8%. Reaction SMILES: Cl.[CH2:2]([CH:10]1[CH2:18][C:17]2[C:12](=[CH:13][CH:14]=[C:15]([C:19](=[NH:21])[NH2:20])[CH:16]=2)[CH2:11]1)[CH2:3][CH2:4][CH2:5][CH2:6][CH2:7][CH2:8][CH3:9].C[O-].[Na+]>CO>[CH2:2]([CH:10]1[CH2:18][C:17]2[C:12](=[CH:13][CH:14]=[C:15]([C:19]3[N:20]=[CH:13][C:12]([CH2:11][CH2:10][CH2:2][CH2:3][CH2:4][CH2:5][CH2:6][CH2:7][CH2:8][CH3:9])=[CH:17][N:21]=3)[CH:16]=2)[CH2:11]1)[CH2:3][CH2:4][CH2:5][CH2:6][CH2:7][CH2:8][CH3:9] |f:0.1,2.3|. Procedure: 1.00 g (3.24 mM) of 2-octyl-5-amidinoindan hydrochloride, 0.40 g (7.40 mM) of sodium methylate, 0.82 g (3.43 mM) of α-octyloxy-β-dimethylaminoacrolein and 15 ml of methanol were placed in a 30 ml-round bottomed flask, followed by refluxing for 10.5 hours under stirring. After the reaction, the reaction mixture was left standing in a refrigerator for 2 days to precipitate a crystal. The crystal was recovered by filtration and dissolved in toluene, followed by drying with anhydrous sodium sulfate ... Reactants: CNC(C)C1=CC=C(C#N)C=C1 (4-[1-(methylamino)ethyl]benzonitrile), BrCC(=O)OC(C)(C)C (tert-butyl bromoacetate). Product: C(#N)C1=CC=C(C=C1)C(C)N(CC(=O)OC(C)(C)C)C (tert-butyl N-[1-(4-cyanophenyl)ethyl]-N-methylglycinate). RXN SMILES: [CH3:1][NH:2][CH:3]([C:5]1[CH:12]=[CH:11][C:8]([C:9]#[N:10])=[CH:7][CH:6]=1)[CH3:4].Br[CH2:14][C:15]([O:17][C:18]([CH3:21])([CH3:20])[CH3:19])=[O:16]>>[C:9]([C:8]1[CH:11]=[CH:12][C:5]([CH:3]([N:2]([CH3:1])[CH2:14][C:15]([O:17][C:18]([CH3:21])([CH3:20])[CH3:19])=[O:16])[CH3:4])=[CH:6][CH:7]=1)#[N:10]. Procedure details: The title compound was prepared following the general procedure 11 starting from 4-[1-(methylamino)ethyl]benzonitrile and tert-butyl bromoacetate. It was isolated as a colorless oil. 1H NMR (DMSO-d6, 300 MHz) δ 7.79 (d, J=8.4 Hz, 2H), 7.54 (d, J=8.2 Hz, 2H), 3.89 (q, J=6.7 Hz, 1H), 3.27 (d, J=16.7 Hz, 1H), 3.07 (d, J=16.7 Hz, 1H), 2.21 (s, 3H), 1.41 (s, 9H), 1.26 (d, J=6.8 Hz, 3H). HPLC (Method A) Rt 2.83 min (Purity: 96.8%). Reactants: O=C1CC(CO)CN1c1ccc(OCc2ccccc2)cc1, Cc1ccccc1, O=S(Cl)Cl. Yields the product O=C1CC(CCl)CN1c1ccc(OCc2ccccc2)cc1. Reaction SMILES: [CH2:1]([c:2]1[cH:3][cH:4][cH:5][cH:6][cH:7]1)[O:8][c:9]1[cH:10][cH:11][c:12]([N:15]2[C:16](=[O:22])[CH2:17][CH:18]([CH2:20][OH:21])[CH2:19]2)[cH:13][cH:14]1.[CH3:27][c:28]1[cH:29][cH:30][cH:31][cH:32][cH:33]1.[S:23]([Cl:24])([Cl:25])=[O:26]>>[CH2:1]([c:2]1[cH:3][cH:4][cH:5][cH:6][cH:7]1)[O:8][c:9]1[cH:10][cH:11][c:12]([N:15]2[C:16](=[O:22])[CH2:17][CH:18]([CH2:20][Cl:25])[CH2:19]2)[cH:13][cH:14]1. Reactants: O[C@H]1[C@@H](CCCC1)NC(=O)C1=NC(=C(N=C1C(F)(F)F)OCC1CC1)C1=CC=C(C=C1)Cl (6-(4-chloro-phenyl)-5-cyclopropylmethoxy-3-trifluoromethyl-pyrazine-2-carboxylic acid ((1R,2R)-2-hydroxy-cyclohexyl)-amide), N1=C(C=CC=C1)CO (pyridin-2-yl-methanol), O[C@H]1[C@@H](CCCC1)NC(=O)C1=NC(=C(N=C1C(F)(F)F)Br)C1=CC(=CC=C1)Cl (5-bromo-6-(3-chloro-phenyl)-3-trifluoromethyl-pyrazine-2-carboxylic acid ((1R,2R)-2-hydroxy-cyclohexyl)-amide), C1(CC1)CO (cyclopropylmethanol). The product is O[C@H]1[C@@H](CCCC1)NC(=O)C1=NC(=C(N=C1C(F)(F)F)OCC1=NC=CC=C1)C1=CC(=CC=C1)Cl (6-(3-chloro-phenyl)-5-(pyridin-2-ylmethoxy)-3-trifluoromethyl-pyrazine-2-carboxylic acid ((1R,2R)-2-hydroxy-cyclohexyl)-amide). Reaction SMILES: O[C@@H]1CCCC[C@H]1NC(C1C(C(F)(F)F)=N[C:14]([O:21]CC2CC2)=[C:13]([C:26]2[CH:31]=[CH:30][C:29](Cl)=CC=2)[N:12]=1)=O.[OH:33][C@@H:34]1[CH2:39][CH2:38][CH2:37][CH2:36][C@H:35]1[NH:40][C:41]([C:43]1[C:48]([C:49]([F:52])([F:51])[F:50])=[N:47][C:46](Br)=[C:45]([C:54]2[CH:59]=[CH:58][CH:57]=[C:56]([Cl:60])[CH:55]=2)[N:44]=1)=[O:42].C1(CO)CC1.N1C=CC=CC=1CO>>[OH:33][C@@H:34]1[CH2:39][CH2:38][CH2:37][CH2:36][C@H:35]1[NH:40][C:41]([C:43]1[C:48]([C:49]([F:52])([F:51])[F:50])=[N:47][C:46]([O:21][CH2:14][C:13]2[CH:26]=[CH:31][CH:30]=[CH:29][N:12]=2)=[C:45]([C:54]2[CH:59]=[CH:58][CH:57]=[C:56]([Cl:60])[CH:55]=2)[N:44]=1)=[O:42]. Procedure details: In analogy to example 1 (6-(4-chloro-phenyl)-5-cyclopropylmethoxy-3-trifluoromethyl-pyrazine-2-carboxylic acid ((1R,2R)-2-hydroxy-cyclohexyl)-amide) this compound was prepared by substituting 5-bromo-6-(4-chloro-phenyl)-3-trifluoromethyl-pyrazine-2-carboxylic acid ((1R,2R)-2-hydroxy-cyclohexyl)-amide with 5-bromo-6-(3-chloro-phenyl)-3-trifluoromethyl-pyrazine-2-carboxylic acid ((1R,2R)-2-hydroxy-cyclohexyl)-amide and cyclopropylmethanol with pyridin-2-yl-methanol. Reactants: CS(C)=O, O=[N+]([O-])c1ccc(F)c(-c2nc3cc(-c4ccccc4)ccc3o2)c1, C=CCO. The product is C=CCOc1ccc([N+](=O)[O-])cc1-c1nc2cc(-c3ccccc3)ccc2o1. As a reaction SMILES: [CH3:30][S:31]([CH3:32])=[O:33].[F:1][c:2]1[c:3](-[c:11]2[o:12][c:13]3[c:14]([n:15]2)[cH:16][c:17](-[c:20]2[cH:21][cH:22][cH:23][cH:24][cH:25]2)[cH:18][cH:19]3)[cH:4][c:5]([N+:8](=[O:9])[O-:10])[cH:6][cH:7]1.[OH:26][CH2:27][CH:28]=[CH2:29]>>[c:2]1([O:26][CH2:27][CH:28]=[CH2:29])[c:3](-[c:11]2[o:12][c:13]3[c:14]([n:15]2)[cH:16][c:17](-[c:20]2[cH:21][cH:22][cH:23][cH:24][cH:25]2)[cH:18][cH:19]3)[cH:4][c:5]([N+:8](=[O:9])[O-:10])[cH:6][cH:7]1.